Dataset: the Open Reaction Database (ORD), a public repository of structured organic reaction records. Task: describe an organic reaction: reactants, conditions, products, and yield The reactants are O=C1C(=O)N2CCCc3cccc1c32, CC(=O)O, ClI, O. Product: O=C1C(=O)N2CCCc3cc(I)cc1c32. RXN SMILES: [C:1]1(=[O:14])[C:2](=[O:13])[N:3]2[CH2:4][CH2:5][CH2:6][c:7]3[cH:8][cH:9][cH:10][c:11]1[c:12]32.[CH3:18][C:19](=[O:20])[OH:21].[I:15][Cl:16].[OH2:17]>>[C:1]1(=[O:14])[C:2](=[O:13])[N:3]2[CH2:4][CH2:5][CH2:6][c:7]3[cH:8][c:9]([I:15])[cH:10][c:11]1[c:12]32. The reactants are OO (hydrogen peroxide), BrC1=C(C(=C(C=C1)OCC)Cl)F (1-bromo-3-chloro-4-ethoxy-2-fluorobenzene), [Li]C(C)CC (sec-BuLi), B(OC(C)C)(OC(C)C)OC(C)C (triisopropyl borate), N(=O)[O-].[Na+] (sodium nitrite). Solvent: C1CCOC1 (THF), C(C)(=O)O (acetic acid), C1CCOC1 (THF), C(C)(=O)OCC (ethyl acetate). Conditions: time 1 hour. Product: ClC=1C(=C(C=CC1OCC)O)F (3-chloro-4-ethoxy-2-fluorophenol). The yield is 70.1%. As a reaction SMILES: Br[C:2]1[CH:7]=[CH:6][C:5]([O:8][CH2:9][CH3:10])=[C:4]([Cl:11])[C:3]=1[F:12].[Li]C(CC)C.B(OC(C)C)(OC(C)C)[O:19]C(C)C.OO.N([O-])=O.[Na+]>C1COCC1.C(OCC)(=O)C.C(O)(=O)C>[Cl:11][C:4]1[C:3]([F:12])=[C:2]([OH:19])[CH:7]=[CH:6][C:5]=1[O:8][CH2:9][CH3:10] |f:4.5|. Procedure: 30.02 g of the compound (C2) was dissolved in 300 mL of THF. sec-BuLi (1.01 M solution, 124 mL) was added dropwise to the resulting solution in a temperature range of −70 to −75° C., and after completing the dropwise addition, the mixture was stirred for 1 hour in that temperature range. 40 mL of a THF solution having 18.71 g triisopropyl borate dissolved therein was added dropwise to the resulting solution in a temperature range of −70 to −75° C., and after completing the dropwise addition, the... Starting materials: [OH-].[Na+] (sodium hydroxide), COCCO (2-methoxyethanol), BrC=1C(=CC=2C(CCC(C2C1)(C)C)(C)C)/C(=C/C1=CC=C(C(=O)OCC)C=C1)/C (ethyl 4-[(E)-2-(3-bromo-5,6,7,8-tetrahydro-5,5,8,8-tetramethylnaphtha-len-2-yl)propen-1-yl]benzoate), BrC=1C(=CC=2C(CCC(C2C1)(C)C)(C)C)/C(=C/C1=CC=C(C(=O)OCC)C=C1)/C (ethyl 4-[(E)-2-(3-bromo-5,6,7,8-tetrahydro-5,5,8,8-tetramethylnaphtha-len-2-yl)propen-1-yl]benzoate). Run in CCOCC (ether). Run at time 17 hour. The product is BrC=1C(=CC=2C(CCC(C2C1)(C)C)(C)C)/C(=C/C1=CC=C(C(=O)O)C=C1)/C (4[(E)-2-(3-bromo-5,6,7,8-tetrahydro-5,5,8,8-tetramethylnaphthalen-2-yl)propen-1-yl] benzoic acid). Reaction SMILES: [OH-].[Na+].COCCO.[Br:8][C:9]1[C:10](/[C:23](/[CH3:36])=[CH:24]/[C:25]2[CH:35]=[CH:34][C:28]([C:29]([O:31]CC)=[O:30])=[CH:27][CH:26]=2)=[CH:11][C:12]2[C:13]([CH3:22])([CH3:21])[CH2:14][CH2:15][C:16]([CH3:20])([CH3:19])[C:17]=2[CH:18]=1>CCOCC>[Br:8][C:9]1[C:10](/[C:23](/[CH3:36])=[CH:24]/[C:25]2[CH:35]=[CH:34][C:28]([C:29]([OH:31])=[O:30])=[CH:27][CH:26]=2)=[CH:11][C:12]2[C:13]([CH3:22])([CH3:21])[CH2:14][CH2:15][C:16]([CH3:19])([CH3:20])[C:17]=2[CH:18]=1 |f:0.1|. Procedure: A solution of sodium hydroxide, 2-methoxyethanol and ether was added to 50 mg (0.11 mmol) of ethyl 4-[(E)-2-(3-bromo-5,6,7,8-tetrahydro-5,5,8,8-tetramethylnaphtha-len-2-yl)propen-1-yl]benzoate (Compound 14) and the resulting mixture stirred at room temperature for 17 hours. Solvent was removed in-vacuo and the resulting solid taken-up in water, acidified using 2N HCl, and extracted with ether. The ether extracts were washed with water, brine and dried (MgSO4). The solvent was removed in-vacuo to... RXN SMILES: [CH3:68][CH2:69][O:70][C:71](=[O:72])[CH3:73].[CH:54]([N:55]([CH2:56][CH3:57])[CH:58]([CH3:59])[CH3:60])([CH3:61])[CH3:62].[O:63]=[CH:64][N:65]([CH3:66])[CH3:67].[OH:36][CH2:37][c:38]1[cH:39][cH:40][cH:41][cH:42][cH:43]1.[OH:44][n:45]1[c:46]2[c:47]([cH:48][cH:49][cH:50][cH:51]2)[n:52][n:53]1.[c:1]1([CH2:7][CH2:8][C:9](=[O:10])[N:11]=[C:12]([NH:13][CH2:14][CH2:15][CH2:16][CH:17]2[CH:18]([C:22](=[O:23])[OH:24])[NH:19][C:20]2=[O:21])[NH:25][C:26]([CH2:27][CH2:28][c:29]2[cH:30][cH:31][cH:32][cH:33][cH:34]2)=[O:35])[cH:2][cH:3][cH:4][cH:5][cH:6]1>>[c:1]1([CH2:7][CH2:8][C:9](=[O:10])[N:11]=[C:12]([NH:13][CH2:14][CH2:15][CH2:16][CH:17]2[CH:18]([C:22](=[O:23])[O:24][CH2:37][c:38]3[cH:39][cH:40][cH:41][cH:42][cH:43]3)[NH:19][C:20]2=[O:21])[NH:25][C:26]([CH2:27][CH2:28][c:29]2[cH:30][cH:31][cH:32][cH:33][cH:34]2)=[O:35])[cH:2][cH:3][cH:4][cH:5][cH:6]1. Product: O=C(CCc1ccccc1)N=C(NCCCC1C(=O)NC1C(=O)OCc1ccccc1)NC(=O)CCc1ccccc1. Reactants: CCOC(C)=O, CCN(C(C)C)C(C)C, CN(C)C=O, OCc1ccccc1, On1nnc2ccccc21, O=C(CCc1ccccc1)N=C(NCCCC1C(=O)NC1C(=O)O)NC(=O)CCc1ccccc1. Run at temperature 130 celsius. The solvent is C(C)#N (acetonitrile), C(C)(=O)OCC (ethyl acetate). Product: F[C@@H]1[C@@H](C1)C(=O)NC=1N=CC2=CC(=NC=C2C1)C=1C=NC=CC1C ((1S,2S)-2-fluoro-N-(7-(4-methylpyridin-3-yl)-2,6-naphthyridin-3-yl)cyclopropanecarboxamide). Reagents/catalysts: CC(C)(C)P(C1=CC=C(C=C1)N(C)C)C(C)(C)C.CC(C)(C)P(C1=CC=C(C=C1)N(C)C)C(C)(C)C.Cl[Pd]Cl (bis(di-tert-butyl(4-dimethylaminophenyl)phosphine)dichloropalladium(II)). Isolated yield 35.7%. RXN SMILES: Cl[C:2]1[CH:11]=[C:10]2[C:5]([CH:6]=[C:7]([NH:12][C:13]([C@@H:15]3[CH2:17][C@@H:16]3[F:18])=[O:14])[N:8]=[CH:9]2)=[CH:4][N:3]=1.[CH3:19][C:20]1[CH:25]=[CH:24][N:23]=[CH:22][C:21]=1B(O)O.C(=O)([O-])[O-].[Na+].[Na+]>C(#N)C.C(OCC)(=O)C.CC(P(C(C)(C)C)C1C=CC(N(C)C)=CC=1)(C)C.CC(P(C(C)(C)C)C1C=CC(N(C)C)=CC=1)(C)C.Cl[Pd]Cl>[F:18][C@H:16]1[CH2:17][C@H:15]1[C:13]([NH:12][C:7]1[N:8]=[CH:9][C:10]2[C:5]([CH:6]=1)=[CH:4][N:3]=[C:2]([C:21]1[CH:22]=[N:23][CH:24]=[CH:25][C:20]=1[CH3:19])[CH:11]=2)=[O:14] |f:2.3.4,7.8.9|. Starting materials: ClC1=NC=C2C=C(N=CC2=C1)NC(=O)[C@H]1[C@H](C1)F ((1S,2S)—N-(7-chloro-2,6-naphthyridin-3-yl)-2-fluorocyclopropanecarboxamide), CC1=C(C=NC=C1)B(O)O (4-methylpyridine-3-boronic acid), C([O-])([O-])=O.[Na+].[Na+] (sodium carbonate). Procedure: A mixture of (1S,2S)—N-(7-chloro-2,6-naphthyridin-3-yl)-2-fluorocyclopropanecarboxamide (40 mg, 0.2 mmol), 4-methylpyridine-3-boronic acid (62 mg, 0.45 mmol), bis(di-tert-butyl(4-dimethylaminophenyl)phosphine)dichloropalladium(II) (11 mg, 0.015 mmol), and saturated aqueous sodium carbonate (0.1 mL) in acetonitrile (1 mL) was heated under microwave irradiation (Biotage, 200 watts) at 130° C. for 30 minutes. The cooled reaction mixture was diluted with ethyl acetate (50 mL) and washed with water (... Reactants: CS(C)=O, N#C[Na], OC(CCCl)(c1ccccc1)C1CCCCC1. Reaction SMILES: [CH3:21][S:22](=[O:23])[CH3:24].[Na:18][C:19]#[N:20].[c:1]1([C:7]([CH2:8][CH2:9][Cl:10])([OH:11])[CH:12]2[CH2:13][CH2:14][CH2:15][CH2:16][CH2:17]2)[cH:2][cH:3][cH:4][cH:5][cH:6]1>>[c:1]1([C:7]([CH2:8][CH2:9][C:19]#[N:20])([OH:11])[CH:12]2[CH2:13][CH2:14][CH2:15][CH2:16][CH2:17]2)[cH:2][cH:3][cH:4][cH:5][cH:6]1. Product: N#CCCC(O)(c1ccccc1)C1CCCCC1. RXN SMILES: [C:1]([NH:5][S:6]([C:9]1[CH:31]=[CH:30][C:12]2[C:13]([NH:16][CH2:17][CH2:18][CH2:19][NH:20][C:21](=[O:29])[C:22]3[CH:27]=[CH:26][C:25](I)=[CH:24][CH:23]=3)=[N:14][S:15][C:11]=2[CH:10]=1)(=[O:8])=[O:7])([CH3:4])([CH3:3])[CH3:2].[CH3:32][O:33][C:34]1[CH:39]=[CH:38][C:37](B(O)O)=[CH:36][CH:35]=1.C(=O)([O-])[O-].[Na+].[Na+]>[Br-].C([N+](CCCC)(CCCC)CCCC)CCC.O.C(Cl)Cl.C([O-])(=O)C.[Pd+2].C([O-])(=O)C>[C:1]([NH:5][S:6]([C:9]1[CH:31]=[CH:30][C:12]2[C:13]([NH:16][CH2:17][CH2:18][CH2:19][NH:20][C:21]([C:22]3[CH:27]=[CH:26][C:25]([C:37]4[CH:38]=[CH:39][C:34]([O:33][CH3:32])=[CH:35][CH:36]=4)=[CH:24][CH:23]=3)=[O:29])=[N:14][S:15][C:11]=2[CH:10]=1)(=[O:8])=[O:7])([CH3:4])([CH3:3])[CH3:2] |f:2.3.4,5.6,9.10.11|. The solvent is O (water), C(Cl)Cl (methylene chloride). Reactants: C(C)(C)(C)NS(=O)(=O)C1=CC2=C(C(=NS2)NCCCNC(C2=CC=C(C=C2)I)=O)C=C1 (N-(3-(6-(N-tert-butylsulfamoyl)benzo[d]isothiazol-3-ylamino)propyl)4-iodobenzamide), COC1=CC=C(C=C1)B(O)O (4-methoxyphenylboronic acid), C([O-])([O-])=O.[Na+].[Na+] (sodium carbonate). The reagents and catalysts are [Br-].C(CCC)[N+](CCCC)(CCCC)CCCC (tetrabutylammonium bromide), C(C)(=O)[O-].[Pd+2].C(C)(=O)[O-] (palladium (II) acetate). Procedure details: A mixture of N-(3-(6-(N-tert-butylsulfamoyl)benzo[d]isothiazol-3-ylamino)propyl)4-iodobenzamide (50 mg, 0.09 mmol), 4-methoxyphenylboronic acid (14 mg, 0.09 mmol), tetrabutylammonium bromide (29 mg, 0.09 mmol), sodium carbonate (29 mg, 0.27 mmol) and palladium (II) acetate (1 mg) in water (3 mL) was microwaved at 160° C. for 5 min. The reaction was diluted with methylene chloride and the mixture was washed successively with aqueous sodium bicarbonate and brine, dried over anhydrous sodium sulfat... Isolated yield 34.2%. Product: C(C)(C)(C)NS(=O)(=O)C1=CC2=C(C(=NS2)NCCCNC(=O)C2=CC=C(C=C2)C2=CC=C(C=C2)OC)C=C1 (N-(3-(6-(N-tert-butylsulfamoyl)benzo[d]isothiazol-3-ylamino)propyl)-4′-methoxybiphenyl-4-carboxamide). The reactants are BrC=1C(=NN(C1)C(C1=CC=CC=C1)(C1=CC=CC=C1)C1=CC=CC=C1)C1=CC=C(C=C1)N (4-(4-bromo-1-trityl-1H-pyrazol-3-yl)phenylamine), BrCCOCCBr (2-bromoethyl ether), [I-].[Na+] (sodium iodide), C([O-])([O-])=O.[K+].[K+] (potassium carbonate). The solvent is O (water), C(C)(=O)OCC (Ethyl acetate), CN(C=O)C (N,N-dimethylformamide), O (water). Conditions: temperature 80 celsius, time 3 day. Product: BrC=1C(=NN(C1)C(C1=CC=CC=C1)(C1=CC=CC=C1)C1=CC=CC=C1)C1=CC=C(C=C1)N1CCOCC1 (4-[4-(4-Bromo-1-trityl-1H-pyrazol-3-yl)phenyl]morpholine). RXN SMILES: [Br:1][C:2]1[C:3]([C:26]2[CH:31]=[CH:30][C:29]([NH2:32])=[CH:28][CH:27]=2)=[N:4][N:5]([C:7]([C:20]2[CH:25]=[CH:24][CH:23]=[CH:22][CH:21]=2)([C:14]2[CH:19]=[CH:18][CH:17]=[CH:16][CH:15]=2)[C:8]2[CH:13]=[CH:12][CH:11]=[CH:10][CH:9]=2)[CH:6]=1.Br[CH2:34][CH2:35][O:36][CH2:37][CH2:38]Br.[I-].[Na+].C(=O)([O-])[O-].[K+].[K+]>O.C(OCC)(=O)C.CN(C)C=O>[Br:1][C:2]1[C:3]([C:26]2[CH:31]=[CH:30][C:29]([N:32]3[CH2:38][CH2:37][O:36][CH2:35][CH2:34]3)=[CH:28][CH:27]=2)=[N:4][N:5]([C:7]([C:8]2[CH:9]=[CH:10][CH:11]=[CH:12][CH:13]=2)([C:14]2[CH:19]=[CH:18][CH:17]=[CH:16][CH:15]=2)[C:20]2[CH:25]=[CH:24][CH:23]=[CH:22][CH:21]=2)[CH:6]=1 |f:2.3,4.5.6|. Reported procedure: A mixture of 2.4 g 4-(4-bromo-1-trityl-1H-pyrazol-3-yl)phenylamine (compound in Production Example 152), 0.7 mL 2-bromoethyl ether, 80 mg sodium iodide, 1.52 g potassium carbonate and 50 mL N,N-dimethylformamide was stirred at 80° C. for 3 days. Ethyl acetate and water were added to the reaction solution, then water was added thereto, and the organic layer was separated, washed with an aqueous saturated solution of sodium bicarbonate, water and brine and dried over anhydrous sodium sulfate. The ...